This data is from the Open Reaction Database (ORD), a public repository of structured organic reaction records. The task is: describe an organic reaction: reactants, conditions, products, and yield Reaction conditions: temperature 50 celsius, time 2 hour. Solvent: C(=O)(C)C#N (AcCN). The reagents and catalysts are O=[Mn]=O (MnO2). Starting materials: ClC1=C(COC(NC2=NN(N=C2)CC=2N=C(OC2)C(C)O)=O)C=CC=C1 ({2-[2-(1-hydroxy-ethyl)-oxazol-4-ylmethyl]-2H-[1,2,3]triazol-4-yl}-carbamic acid 2-chloro-benzyl ester), N#N (N2). As a reaction SMILES: N#N.[Cl:3][C:4]1[CH:28]=[CH:27][CH:26]=[CH:25][C:5]=1[CH2:6][O:7][C:8](=[O:24])[NH:9][C:10]1[CH:14]=[N:13][N:12]([CH2:15][C:16]2[N:17]=[C:18]([CH:21]([OH:23])[CH3:22])[O:19][CH:20]=2)[N:11]=1>C(C#N)(C)=O.O=[Mn]=O>[Cl:3][C:4]1[CH:28]=[CH:27][CH:26]=[CH:25][C:5]=1[CH2:6][O:7][C:8](=[O:24])[NH:9][C:10]1[CH:14]=[N:13][N:12]([CH2:15][C:16]2[N:17]=[C:18]([C:21](=[O:23])[CH3:22])[O:19][CH:20]=2)[N:11]=1. Procedure details: In a flame dried round-bottomed flask equipped with a magnetic stir bar and under inert atmosphere (N2), a solution of {2-[2-(1-hydroxy-ethyl)-oxazol-4-ylmethyl]-2H-[1,2,3]triazol-4-yl}-carbamic acid 2-chloro-benzyl ester (10 mg, 0.03 mmol) in AcCN (5.0 mL) was treated at rt with MnO2 (13 mg, 0.13 mmol) and the reaction mixture was stirred at 50° C. for 2 h before being filtered through Celite. TLC: rf (EA)=0.60. LC-MS-conditions 02: tR=0.97 min; [M+H]+=376.04. Product: ClC1=C(COC(NC2=NN(N=C2)CC=2N=C(OC2)C(C)=O)=O)C=CC=C1 ([2-(2-Acetyl-oxazol-4-ylmethyl)-2H-[1,2,3]triazol-4-yl]-carbamic acid 2-chloro-benzyl ester). Starting materials: C(CCC)[Li] (n-butyllithium), [Cl-].[NH4+] (ammonium chloride), IC1=CC=CC=2N1N=C(C2NC(OC(C)(C)C)=O)SC (tert-butyl N-(7-iodo-2-(methylsulfanyl)pyrazolo[1,5-a]pyridin-3-yl)carbamate), C(C)OB(OCC)OCC (triethoxyborane). Solvent: O1CCCC1 (tetrahydrofuran), C(C)(=O)OCC (ethyl acetate). Conditions: temperature -78 celsius. Yields the product C(C)(C)(C)OC(=O)NC=1C(=NN2C1C=CC=C2OB(O)O)SC (3-[(tert-Butoxycarbonyl)amino]-2-(methylsulfanyl)pyrazolo[1,5-a]pyridin-7-ylboric acid). Reaction SMILES: I[C:2]1[N:7]2[N:8]=[C:9]([S:19][CH3:20])[C:10]([NH:11][C:12](=[O:18])[O:13][C:14]([CH3:17])([CH3:16])[CH3:15])=[C:6]2[CH:5]=[CH:4][CH:3]=1.C([Li])CCC.C([O:28][B:29]([O:33]CC)[O:30]CC)C.[Cl-].[NH4+]>O1CCCC1.C(OCC)(=O)C>[C:14]([O:13][C:12]([NH:11][C:10]1[C:9]([S:19][CH3:20])=[N:8][N:7]2[C:2]([O:28][B:29]([OH:33])[OH:30])=[CH:3][CH:4]=[CH:5][C:6]=12)=[O:18])([CH3:17])([CH3:16])[CH3:15] |f:3.4|. Procedure: After dissolving tert-butyl N-(7-iodo-2-(methylsulfanyl)pyrazolo[1,5-a]pyridin-3-yl)carbamate (200 mg) in tetrahydrofuran (2 mL), the mixture was cooled to −78° C. and n-butyllithium (1.6 M; 0.66 mL) was added dropwise. The mixture was stirred for 1-hour at the same temperature, triethoxyborane (109 μL) was added and the temperature was increased to room temperature. Saturated aqueous ammonium chloride was added to the obtained reaction mixture, and extraction was performed with ethyl acetate. T... Starting materials: [OH-].[NH4+] (ammonium hydroxide), FC(C=1C=C(C=CC1)NN)(F)F (3-(Trifluoromethyl)phenylhydrazine), C(C)(=O)[O-].[Na+] (sodium acetate), N1=CC=C(C=C1)C=O (pyridine-4-carbaldehyde). The solvent is C(C)(=O)O (acetic acid). Yields the product N1=CC=C(C=C1)\C=N\NC1=CC(=CC=C1)C(F)(F)F (N-[1-Pyridin-4-yl-meth-(E)-ylidene]-N′-(3-trifluoromethyl-phenyl)-hydrazine), solid. Yield: 74.0%. As a reaction SMILES: [F:1][C:2]([F:12])([F:11])[C:3]1[CH:4]=[C:5]([NH:9][NH2:10])[CH:6]=[CH:7][CH:8]=1.C([O-])(=O)C.[Na+].[N:18]1[CH:23]=[CH:22][C:21]([CH:24]=O)=[CH:20][CH:19]=1.[OH-].[NH4+]>C(O)(=O)C>[N:18]1[CH:23]=[CH:22][C:21](/[CH:24]=[N:10]/[NH:9][C:5]2[CH:6]=[CH:7][CH:8]=[C:3]([C:2]([F:11])([F:12])[F:1])[CH:4]=2)=[CH:20][CH:19]=1 |f:1.2,4.5|. Procedure: 3-(Trifluoromethyl)phenylhydrazine (176 mg, 1 mmol) in 5 ml of acetic acid were treated with sodium acetate (164 mg, 2 mmol) and pyridine-4-carbaldehyde (0.11 ml, 1 mmol) during 1 h at 50° C. The yellow solution was cooled and ammonium hydroxide 25% was added, the solid was collected, washed with water and recrystallized from EtOAc:n-heptane. The title compound was obtained as a yellow solid (195 mg, 74%). MS: 266.1 (MH+). The reactants are CCc1ccccc1, COC(=O)Cc1ccc(C(F)(F)F)c(NC(=O)c2c(C)cc(OCC3CN(C)c4ccccc4O3)cc2C)c1, CI, CCCCCCC, CCOC(C)=O, CC(C)[N-]C(C)C, [Li+], C1CCOC1, C1CCOC1. Yields the product COC(=O)C(C)c1ccc(C(F)(F)F)c(NC(=O)c2c(C)cc(OCC3CN(C)c4ccccc4O3)cc2C)c1. RXN SMILES: [CH2:55]([c:56]1[cH:57][cH:58][cH:59][cH:60][cH:61]1)[CH3:62].[CH3:1][c:2]1[c:3]([C:4](=[O:5])[NH:6][c:7]2[cH:8][c:9]([CH2:17][C:18](=[O:19])[O:20][CH3:21])[cH:10][cH:11][c:12]2[C:13]([F:14])([F:15])[F:16])[c:22]([CH3:39])[cH:23][c:24]([O:26][CH2:27][CH:28]2[O:29][c:30]3[c:31]([cH:35][cH:36][cH:37][cH:38]3)[N:32]([CH3:34])[CH2:33]2)[cH:25]1.[CH3:53][I:54].[CH3:68][CH2:69][CH2:70][CH2:71][CH2:72][CH2:73][CH3:74].[CH3:75][CH2:76][O:77][C:78](=[O:79])[CH3:80].[CH:45]([N-:46][CH:47]([CH3:48])[CH3:49])([CH3:50])[CH3:51].[Li+:52].[O:40]1[CH2:41][CH2:44][CH2:43][CH2:42]1.[O:63]1[CH2:64][CH2:65][CH2:66][CH2:67]1>>[CH3:1][c:2]1[c:3]([C:4](=[O:5])[NH:6][c:7]2[cH:8][c:9]([CH:17]([C:18](=[O:19])[O:20][CH3:21])[CH3:41])[cH:10][cH:11][c:12]2[C:13]([F:14])([F:15])[F:16])[c:22]([CH3:39])[cH:23][c:24]([O:26][CH2:27][CH:28]2[O:29][c:30]3[c:31]([cH:35][cH:36][cH:37][cH:38]3)[N:32]([CH3:34])[CH2:33]2)[cH:25]1. The yield is 76.0%. Yields the product NC=1C=2C=3C(CC(C3CSN1)NC(C)=O)=NN(N2)CC2=NC=C(C(=C2C)OC)C (N-{4-Amino-2-[(4-methoxy-3,5-dimethylpyridin-2-yl)methyl]-2,7,8,9-tetrahydro-6-thia-1,2,3,5-tetraazabenzo[cd]azulen-8-yl}acetamide). RXN SMILES: [C:1](Cl)(=[O:3])[CH3:2].COC1C=C(OC)C=CC=1C[NH:10][CH:11]1[C:20]2[CH2:19][S:18][N:17]=[C:16]([N:21](C(OC(C)(C)C)=O)C(OC(C)(C)C)=O)[C:15]3=[N:36][N:37]([CH2:39][C:40]4[C:45]([CH3:46])=[C:44]([O:47][CH3:48])[C:43]([CH3:49])=[CH:42][N:41]=4)[N:38]=[C:13]([C:14]=23)[CH2:12]1.N1C=CC=CC=1>ClCCl>[NH2:21][C:16]1[C:15]2[C:14]3[C:13](=[N:38][N:37]([CH2:39][C:40]4[C:45]([CH3:46])=[C:44]([O:47][CH3:48])[C:43]([CH3:49])=[CH:42][N:41]=4)[N:36]=2)[CH2:12][CH:11]([NH:10][C:1](=[O:3])[CH3:2])[C:20]=3[CH2:19][S:18][N:17]=1. Reported procedure: Acetyl chloride (18 μL) was added dropwise to a mixture composed of di-tert-butyl {8-[(2,4-dimethoxybenzyl)amino]-2-[(4-methoxy-3,5-dimethylpyridin-2-yl)methyl]-2,7,8,9-tetrahydro-6-thia-1,2,3,5-tetraazabenzo[cd]azulen-4-yl}imidodicarbonate of Example 42 (36 mg), pyridine (40 μL) and dehydrated dichloromethane (0.7 mL) under cooling in an ice bath. The ice bath was removed and the mixture was stirred for three hours. The reaction mixture was diluted with chloroform and then washed with a 0.2 N h... The reactants are C(C)(=O)Cl (Acetyl chloride), COC1=C(CNC2CC=3C=4C(C(=NSCC24)N(C(=O)OC(C)(C)C)C(=O)OC(C)(C)C)=NN(N3)CC3=NC=C(C(=C3C)OC)C)C=CC(=C1)OC (Di-tert-butyl {8-[(2,4-dimethoxybenzyl)amino]-2-[(4-methoxy-3,5-dimethylpyridin-2-yl)methyl]-2,7,8,9-tetrahydro-6-thia-1,2,3,5-tetraazabenzo[cd]azulen-4-yl}imidodicarbonate), N1=CC=CC=C1 (pyridine). Run at time 3 hour. The solvent is ClCCl (dichloromethane). Starting materials: Cl (hydrochloric acid), O (water), O(C1=CC=CC=C1)C=1C=C(C=NCC(C)C)C=CC1 (3-phenoxybenzylidene-isobutylamine). Run in C1(=CC=CC=C1)C (toluene). The product is O(C1=CC=CC=C1)C=1C=C(C=O)C=CC1 (3-phenoxybenzaldehyde). The yield is 94.9%. RXN SMILES: Cl.[OH2:2].[O:3]([C:10]1[CH:11]=[C:12]([CH:19]=[CH:20][CH:21]=1)[CH:13]=NCC(C)C)[C:4]1[CH:9]=[CH:8][CH:7]=[CH:6][CH:5]=1>C1(C)C=CC=CC=1>[O:3]([C:10]1[CH:11]=[C:12]([CH:19]=[CH:20][CH:21]=1)[CH:13]=[O:2])[C:4]1[CH:9]=[CH:8][CH:7]=[CH:6][CH:5]=1. Procedure: 20 g of 37% hydrochloric acid (about 0.2 mol) and 20 ml of water are added, with stirring, to a solution of 40 g (0.158 mol) of 3-phenoxybenzylidene-isobutylamine in 40 ml of toluene, and the whole is refluxed for 15 minutes. The organic phase is separated; it is then washed neutral with 10% sodium hydrogen carbonate solution, and the toluene is removed by rotation in a slight water-jet vacuum. Distillation of the residue yields 29.7 g (0.15 mol) of 3-phenoxybenzaldehyde, corresponding to a yiel... Reactants: 22a, CN(C1=CC=C(C=C1)[Mg]Br)C (N,N-dimethyl-4-aminophenylmagnesium bromide), FC1=C(C(=O)NC=2SC(=C(N2)C2=NC=CC=C2)C2=CC(=CC=C2)C(F)(F)F)C(=CC=C1)F (2,6-Difluoro-N-(4-(pyridin-2-yl)-5-(3-(trifluoromethyl)phenyl)thiazol-2-yl)benzamide). Yields the product CN(C1=CC=C(C=C1)C=1N=C(SC1C1=CC(=CC=C1)C(F)(F)F)NC(C1=C(C=CC=C1F)F)=O)C (N-(4-(4-(Dimethylamino)phenyl)-5-(3-(trifluoromethyl)phenyl)thiazol-2-yl)-2,6-difluorobenzamide). Reaction SMILES: [CH3:1][N:2]([CH3:11])[C:3]1[CH:8]=[CH:7][C:6]([Mg]Br)=[CH:5][CH:4]=1.[F:12][C:13]1[CH:42]=[CH:41][CH:40]=[C:39]([F:43])[C:14]=1[C:15]([NH:17][C:18]1[S:19][C:20]([C:29]2[CH:34]=[CH:33][CH:32]=[C:31]([C:35]([F:38])([F:37])[F:36])[CH:30]=2)=[C:21](C2C=CC=CN=2)[N:22]=1)=[O:16]>>[CH3:1][N:2]([CH3:11])[C:3]1[CH:8]=[CH:7][C:6]([C:21]2[N:22]=[C:18]([NH:17][C:15](=[O:16])[C:14]3[C:13]([F:12])=[CH:42][CH:41]=[CH:40][C:39]=3[F:43])[S:19][C:20]=2[C:29]2[CH:34]=[CH:33][CH:32]=[C:31]([C:35]([F:36])([F:37])[F:38])[CH:30]=2)=[CH:5][CH:4]=1. Procedure details: Compound 110 was prepared from 22a and N,N-dimethyl-4-aminophenylmagnesium bromide as described for the preparation of Compound 107.